From a dataset of the Open Reaction Database (ORD), a public repository of structured organic reaction records. describe an organic reaction: reactants, conditions, products, and yield Reactants: CCOC(C)OC(COc1ccccc1)C1CCC(=O)CC1, CNC, CO, Cl, N#C[K], C1CCOC1, O. Yields the product CCOC(C)OC(COc1ccccc1)C1CCC(C#N)(N(C)C)CC1. RXN SMILES: [CH2:5]([CH3:6])[O:7][CH:8]([CH3:9])[O:10][CH:11]([CH2:12][O:13][c:14]1[cH:15][cH:16][cH:17][cH:18][cH:19]1)[CH:20]1[CH2:21][CH2:22][C:23](=[O:26])[CH2:24][CH2:25]1.[CH3:1][NH:2][CH3:3].[CH3:36][OH:37].[ClH:4].[K:27][C:28]#[N:29].[O:31]1[CH2:32][CH2:33][CH2:34][CH2:35]1.[OH2:30]>>[CH3:1][N:2]([CH3:3])[C:23]1([C:28]#[N:29])[CH2:22][CH2:21][CH:20]([CH:11]([O:10][CH:8]([O:7][CH2:5][CH3:6])[CH3:9])[CH2:12][O:13][c:14]2[cH:15][cH:16][cH:17][cH:18][cH:19]2)[CH2:25][CH2:24]1. Starting materials: O=C1CCC(CC1)NC1=C(C(=NC=C1)C)OC (4-(4-oxocyclohexylamino)-3-methoxy-2-methylpyridine), C1CCOC1 (THF), Cl (HCl), [Mg] (magnesium), C(CCCCCCC)Br (octyl bromide), C1CCOC1 (THF). Yields the product OC(CCC)(CCCC)N(C1=C(C(=NC=C1)C)OC)C1CCCCC1 (4-[(4-Hydroxy-4-n-octyl)cyclohexylamino]-3-methoxy-2-methylpyridine). RXN SMILES: [Mg].[CH2:2](Br)[CH2:3][CH2:4][CH2:5][CH2:6][CH2:7][CH2:8][CH3:9].O=[C:12]1[CH2:17][CH2:16][CH:15]([NH:18][C:19]2[CH:24]=[CH:23][N:22]=[C:21]([CH3:25])[C:20]=2[O:26][CH3:27])[CH2:14][CH2:13]1.Cl.C1C[O:32]CC1>>[OH:32][C:5]([N:18]([CH:15]1[CH2:16][CH2:17][CH2:12][CH2:13][CH2:14]1)[C:19]1[CH:24]=[CH:23][N:22]=[C:21]([CH3:25])[C:20]=1[O:26][CH3:27])([CH2:6][CH2:7][CH2:8][CH3:9])[CH2:4][CH2:3][CH3:2]. Procedure: The Grignard solution is prepared from 0.73 g of magnesium and 6.0 g of octyl bromide in 50 ml of absolute THF. 2.8 g of 4-(4-oxocyclohexylamino)-3-methoxy-2-methylpyridine in 20 ml of THF are added dropwise to the solution. After 2 hours the mixture is acidified with 2N HCl. The THF is then distilled off in vacuo at room temperature and the product is extracted from the solution which is rendered alkaline with methylene chloride. Further working up takes place as in the previous working procedu... Reactants: C(OCC)(=O)Cl (ethyl carbonochloridate), Cl.FC(C1=CC=C(C=C1)[C@H](N)C1=NC=CC=C1C(F)(F)F)(F)F ((S)-(4-(Trifluoromethyl)phenyl)(3-(trifluoromethyl)pyridin-2-yl)methanamine hydrochloride), Cl.FC(C1=CC=C(C=C1)[C@H](N)C1=NC=CC=C1C(F)(F)F)(F)F ((S)-(4-(Trifluoromethyl)phenyl)(3-(trifluoromethyl)pyridin-2-yl)methanamine hydrochloride), CCN(C(C)C)C(C)C (DIPEA). Isolated yield 5.0%. Run at time 8 hour. Reaction SMILES: Cl.[F:2][C:3]([F:23])([F:22])[C:4]1[CH:9]=[CH:8][C:7]([C@@H:10]([C:12]2[C:17]([C:18]([F:21])([F:20])[F:19])=[CH:16][CH:15]=[CH:14][N:13]=2)[NH2:11])=[CH:6][CH:5]=1.CCN(C(C)C)C(C)C.[C:33](Cl)(=[O:37])[O:34][CH2:35][CH3:36]>CC#N.C([O-])(O)=O.[Na+]>[CH2:35]([O:34][C:33](=[O:37])[NH:11][C@@H:10]([C:7]1[CH:6]=[CH:5][C:4]([C:3]([F:22])([F:2])[F:23])=[CH:9][CH:8]=1)[C:12]1[C:17]([C:18]([F:21])([F:19])[F:20])=[CH:16][CH:15]=[CH:14][N:13]=1)[CH3:36] |f:0.1,5.6|. Procedure: To a mixture of (S)-(4-(trifluoromethyl)phenyl)(3-(trifluoromethyl)-pyridin-2-yl)methanamine (Intermediate 1) (0.0610 g, 0.190 mmol) and DIPEA (0.066 mL, 0.381 mmol) in MeCN (1 mL) was added ethyl carbonochloridate (0.027 mL, 0.286 mmol). The mixture was then stirred at rt overnight. The mixture was diluted with saturated aqueous NaHCO3 and extracted with DCM. The organic phase was dried over Na2SO4 and concentrated in vacuo. The resulting product was purified by silica gel chromatography: 5-50%... Product: EtOAc-hexanes, C(C)OC(N[C@H](C1=NC=CC=C1C(F)(F)F)C1=CC=C(C=C1)C(F)(F)F)=O ((S)-Ethyl((4-(trifluoromethyl)phenyl)(3-(trifluoromethyl)-pyridin-2-yl)methyl)carbamate). Run in C(=O)(O)[O-].[Na+] (NaHCO3), CC#N (MeCN). Starting materials: CC[N+](CC)(CC)S(=O)(=O)NC(=O)OC, ClCCl, CC(C)(C)OC(=O)N1CCCCC1C(=O)NC(Cc1ccc(I)cc1)C(N)=O, [OH-]. The product is CC(C)(C)OC(=O)N1CCCCC1C(=O)NC(C#N)Cc1ccc(I)cc1. Reaction SMILES: [CH3:30][O:31][C:32]([NH:33][S:34]([N+:35]([CH2:36][CH3:37])([CH2:38][CH3:39])[CH2:40][CH3:41])(=[O:42])=[O:43])=[O:44].[Cl:45][CH2:46][Cl:47].[NH2:1][C:2]([CH:3]([CH2:4][c:5]1[cH:6][cH:7][c:8]([I:11])[cH:9][cH:10]1)[NH:12][C:13](=[O:14])[CH:15]1[N:16]([C:21](=[O:22])[O:23][C:24]([CH3:25])([CH3:26])[CH3:27])[CH2:17][CH2:18][CH2:19][CH2:20]1)=[O:28].[OH-:29]>>[N:1]#[C:2][CH:3]([CH2:4][c:5]1[cH:6][cH:7][c:8]([I:11])[cH:9][cH:10]1)[NH:12][C:13](=[O:14])[CH:15]1[N:16]([C:21](=[O:22])[O:23][C:24]([CH3:25])([CH3:26])[CH3:27])[CH2:17][CH2:18][CH2:19][CH2:20]1. Reactants: Cl (HCl), C1N2C=3C(NC(=NC3NCC2CN1C1=CC=C(C(N[C@@H](CCC(=O)[O-])C(=O)O)=O)C=C1)N)=O (5,10-Methylenetetrahydrofolate), C1[C@@H]2CN(CN2C3=C(N1)NC(=NC3=O)N)C4=CC=C(C=C4)C(=O)NC(CCC(=O)O)C(=O)O.C1=CC(=C[N+](=C1)[C@H]2[C@@H]([C@@H]([C@H](O2)COP(=O)(O)OP(=O)(O)OC[C@@H]3[C@H]([C@H]([C@@H](O3)N4C=NC5=C4N=CN=C5N)OP(=O)(O)O)O)O)O)C(=O)N (5,10-methylene-THF NADP+), solution, C1CCOC1 (THF), C=O (formaldehyde), C1=CC(=C[N+](=C1)[C@H]2[C@@H]([C@@H]([C@H](O2)COP(=O)(O)OP(=O)(O)OC[C@@H]3[C@H]([C@H]([C@@H](O3)N4C=NC5=C4N=CN=C5N)OP(=O)(O)O)O)O)O)C(=O)N (NADP), n-[2-hydroxyethyl]piperazine-N'-[ethanesulfonic acid]. Run in O (water). Reaction conditions: time 2 minute. The product is C1[C@@H]2CN(C=[N+]2C3=C(N1)NC(=NC3=O)N)C4=CC=C(C=C4)C(=O)N[C@@H](CCC(=O)O)C(=O)[O-] (5,10-methenyl-THF). As a reaction SMILES: [CH2:1]1[N:13]([C:14]2[CH:31]=[CH:30][C:17]([C:18](=[O:29])[NH:19][C@H:20]([C:26]([OH:28])=[O:27])[CH2:21][CH2:22][C:23]([O-:25])=[O:24])=[CH:16][CH:15]=2)[CH2:12][CH:11]2[N:2]1[C:3]1[C:4](=[O:33])[NH:5][C:6]([NH2:32])=[N:7][C:8]=1[NH:9][CH2:10]2.C1NC2NC(N)=NC(=O)C=2N2[C@H]1CN(C1C=CC(C(NC(C(O)=O)CCC(O)=O)=O)=CC=1)C2.C1C=[N+]([C@@H]2O[C@H](COP(OP(OC[C@H]3O[C@@H](N4C5N=CN=C(N)C=5N=C4)[C@H](OP(O)(O)=O)[C@@H]3O)(O)=O)(O)=O)[C@@H](O)[C@H]2O)C=C(C(N)=O)C=1.C1COCC1.C=O.C1C=[N+]([C@@H]2O[C@H](COP(OP(OC[C@H]3O[C@@H](N4C5N=CN=C(N)C=5N=C4)[C@H](OP(O)(O)=O)[C@@H]3O)(O)=O)(O)=O)[C@@H](O)[C@H]2O)C=C(C(N)=O)C=1.Cl>O>[CH2:10]1[NH:9][C:8]2[NH:7][C:6]([NH2:32])=[N:5][C:4](=[O:33])[C:3]=2[N+:2]2[C@H:11]1[CH2:12][N:13]([C:14]1[CH:31]=[CH:30][C:17]([C:18]([NH:19][C@H:20]([C:26]([O-:28])=[O:27])[CH2:21][CH2:22][C:23]([OH:25])=[O:24])=[O:29])=[CH:16][CH:15]=1)[CH:1]=2 |f:1.2|. Procedure: 5,10-Methylenetetrahydrofolate-dehydrogenase catalyzes the reaction, 5,10-methylene-THF+NADP+ →5,10-methenyl-THF+NADPH+H+. A 0.95 mL solution containing 1 μmole THF, 10 μmoles formaldehyde (fresh), 0.6 μmoles NADP and 25 μmoles n-[2-hydroxyethyl]piperazine-N'-[ethanesulfonic acid] was pre-incubated for 2 min at 30° C. Enzyme in the extraction buffer (50 μL) was then added. After the incubation continued for 15 min at 30° C., 2 mL 1 N HCl was added to stop the reaction. After 15 min at room tempe... Reactants: C(C1=CC=CC=C1)OC1=CC=C(C=C1)NC1=NC=NC2=CC=C(C=C12)C=1OC(=CC1)C12OCC(CO1)(CO2)C ((4-Benzyloxy-phenyl)-(6-(5-(4-methyl-2,6,7-trioxabicyclo[2.2.2]oct-1-yl)-furan-2-yl)-quinazolin-4-yl)-amine), Cl (HCl). Run in C1CCOC1 (THF). Run at time 2 hour. Product: COC(=O)C=1OC(=CC1)C=1C=C2C(=NC=NC2=CC1)NC1=CC=C(C=C1)OCC1=CC=CC=C1 (5-(4-(4-Benzyloxy-phenylamino)-quinazolin-6-yl)-furan-2-carboxylic acid methyl ester). RXN SMILES: [CH2:1]([O:8][C:9]1[CH:14]=[CH:13][C:12]([NH:15][C:16]2[C:25]3[C:20](=[CH:21][CH:22]=[C:23]([C:26]4[O:27][C:28]([C:31]56OCC(C)(C[O:36]5)[CH2:33][O:32]6)=[CH:29][CH:30]=4)[CH:24]=3)[N:19]=[CH:18][N:17]=2)=[CH:11][CH:10]=1)[C:2]1[CH:7]=[CH:6][CH:5]=[CH:4][CH:3]=1.Cl>C1COCC1>[CH3:33][O:32][C:31]([C:28]1[O:27][C:26]([C:23]2[CH:24]=[C:25]3[C:20](=[CH:21][CH:22]=2)[N:19]=[CH:18][N:17]=[C:16]3[NH:15][C:12]2[CH:13]=[CH:14][C:9]([O:8][CH2:1][C:2]3[CH:7]=[CH:6][CH:5]=[CH:4][CH:3]=3)=[CH:10][CH:11]=2)=[CH:30][CH:29]=1)=[O:36]. Procedure: (4-Benzyloxy-phenyl)-(6-(5-(4-methyl-2,6,7-trioxabicyclo[2.2.2]oct-1-yl)-furan-2-yl)-quinazolin-4-yl)-amine (0.680 g, 1.30 mmol) was dissolved in THF (10 ml) and 2N aqueous HCl (10 ml) was added. The mixture was stirred at room temperature for 2 hours. The THF was removed in vacuo and the residue diluted with water to preciptate the intermediate (partial hydrolysis) 5-(4-(4-benzyloxy-phenylamino)-quinazolin-6-yl)-furan-2-carboxylic acid (3-methyloxetan-3-yl)methyl ester which was collected by fi... The reactants are COC(=O)C1CCN(c2ccc(Nc3c([N+](=O)[O-])cnc4ccc(Br)cc34)cc2C(F)(F)F)CC1, [Na+], O=C([O-])O, C1COCCO1, O, O, Cl[Sn]Cl. The product is COC(=O)C1CCN(c2ccc(Nc3c(N)cnc4ccc(Br)cc34)cc2C(F)(F)F)CC1. RXN SMILES: [Br:1][c:2]1[cH:3][c:4]2[c:5]([NH:15][c:16]3[cH:17][c:18]([C:32]([F:33])([F:34])[F:35])[c:19]([N:22]4[CH2:23][CH2:24][CH:25]([C:28](=[O:29])[O:30][CH3:31])[CH2:26][CH2:27]4)[cH:20][cH:21]3)[c:6]([N+:12]([O-:13])=[O:14])[cH:7][n:8][c:9]2[cH:10][cH:11]1.[Na+:45].[O-:41][C:42]([OH:43])=[O:44].[O:46]1[CH2:47][CH2:48][O:49][CH2:50][CH2:51]1.[OH2:36].[OH2:37].[Sn:38]([Cl:39])[Cl:40]>>[Br:1][c:2]1[cH:3][c:4]2[c:5]([NH:15][c:16]3[cH:17][c:18]([C:32]([F:33])([F:34])[F:35])[c:19]([N:22]4[CH2:23][CH2:24][CH:25]([C:28](=[O:29])[O:30][CH3:31])[CH2:26][CH2:27]4)[cH:20][cH:21]3)[c:6]([NH2:12])[cH:7][n:8][c:9]2[cH:10][cH:11]1. The reactants are ClC1=CC2=C(C=N1)C(C(N2)=O)(C)C (6-Chloro-3,3-dimethyl-1,3-dihydro-pyrrolo[3,2-c]pyridin-2-one), C1CCOC1 (THF). Run in CO (MeOH). Reaction conditions: temperature 65 celsius, time 8 hour. Yields the product ClC1=CC2=C(C=N1)C(CN2)(C)C (6-Chloro-3,3-dimethyl-2,3-dihydro-1H-pyrrolo[3,2-c]pyridine). The yield is 94.3%. RXN SMILES: [Cl:1][C:2]1[N:7]=[CH:6][C:5]2[C:8]([CH3:13])([CH3:12])[C:9](=O)[NH:10][C:4]=2[CH:3]=1.C1COCC1>CO>[Cl:1][C:2]1[N:7]=[CH:6][C:5]2[C:8]([CH3:13])([CH3:12])[CH2:9][NH:10][C:4]=2[CH:3]=1. Reported procedure: 6-Chloro-3,3-dimethyl-1,3-dihydro-pyrrolo[3,2-c]pyridin-2-one (1.4 g, 7.14 mmol) was dissolved in a solution of borane-dimethyl sulfide complex in THF (2 M, 36 mL, 71.4 mmol) and heated to 65° C. for 3 h, then cooled to ambient temperature. MeOH was added and the reaction heated at reflux for 1.5 h. After stirring overnight, the solvent was removed in vacuo. Column chromatography on silica gel (gradient elution, 0-100% EtOAc/petrol), gave the title compound (1.23 g, 95%) as a colourless solid. 1...